Dataset: the Open Reaction Database (ORD), a public repository of structured organic reaction records. Task: describe an organic reaction: reactants, conditions, products, and yield The reactants are COc1ccc(S(=O)(=O)[O-])c(OC)c1-c1ccccc1P(C1CCCCC1)C1CCCCC1, [K+], [K+], [Na+], O=C([O-])[O-], CC(=O)[O-], CC(=O)[O-], O, OB(O)c1ccccc1O, O=C(O)c1ccc(Cl)cc1, [Pd+2]. The product is O=C(O)c1ccc(-c2ccccc2O)cc1. Reaction SMILES: [CH:21]1([P:22]([CH:23]2[CH2:24][CH2:25][CH2:26][CH2:27][CH2:28]2)[c:29]2[cH:30][cH:31][cH:32][cH:33][c:34]2-[c:35]2[c:36]([O:37][CH3:38])[cH:39][cH:40][c:41]([S:42]([O-:43])(=[O:44])=[O:45])[c:46]2[O:47][CH3:48])[CH2:49][CH2:50][CH2:51][CH2:52][CH2:53]1.[K+:55].[K+:56].[Na+:54].[O-:57][C:58]([O-:59])=[O:60].[O-:62][C:63]([CH3:64])=[O:65].[O-:66][C:67]([CH3:68])=[O:69].[OH2:70].[OH:11][c:12]1[c:13]([B:18]([OH:19])[OH:20])[cH:14][cH:15][cH:16][cH:17]1.[OH:1][C:2](=[O:3])[c:4]1[cH:5][cH:6][c:7]([Cl:8])[cH:9][cH:10]1.[Pd+2:61]>>[OH:1][C:2](=[O:3])[c:4]1[cH:5][cH:6][c:7](-[c:13]2[c:12]([OH:11])[cH:17][cH:16][cH:15][cH:14]2)[cH:9][cH:10]1. Reactants: C(C1=CC=CC=C1)OC(=O)NCC1CCC(CC1)C(=O)N[C@@H](CCCC)C(=O)OC (methyl N-{[4-({[(benzyloxy)carbonyl]amino}methyl)cyclohexyl]carbonyl}-L-norleucinate). Reagents/catalysts: [Pd] (palladium). The solvent is CO (methanol). Conditions: time 4 hour. Yields the product NCC1CCC(CC1)C(=O)N[C@@H](CCCC)C(=O)OC (methyl N-{[4-(aminomethyl)cyclohexyl]carbonyl}-L-norleucinate). As a reaction SMILES: C(OC([NH:11][CH2:12][CH:13]1[CH2:18][CH2:17][CH:16]([C:19]([NH:21][C@H:22]([C:27]([O:29][CH3:30])=[O:28])[CH2:23][CH2:24][CH2:25][CH3:26])=[O:20])[CH2:15][CH2:14]1)=O)C1C=CC=CC=1>CO.[Pd]>[NH2:11][CH2:12][CH:13]1[CH2:18][CH2:17][CH:16]([C:19]([NH:21][C@H:22]([C:27]([O:29][CH3:30])=[O:28])[CH2:23][CH2:24][CH2:25][CH3:26])=[O:20])[CH2:15][CH2:14]1. Procedure details: A mixture of methyl N-{[4-({[(benzyloxy)carbonyl]amino}methyl)cyclohexyl]carbonyl}-L-norleucinate (830 mg, 1.98 mmol), 10% palladium on C (0.056 g) in methanol (10 mL) was stirred under an atmosphere of hydrogen for 4 hours. The mixture was filtered through diatomaceous earth and the filter cake washed with methanol (2×15 mL). The combined methanol was concentrated under reduced pressure to provide the titled compound as a colorless solid. Reaction SMILES: [CH2:1]([CH3:2])[n:3]1[n:4][cH:5][c:6]2[c:7]1[n:8][c:9]1[cH:10][cH:11][cH:12][cH:13][c:14]1[c:15]2[Cl:16].[CH3:17][S:18]([CH3:19])=[O:20].[NH2:21][CH2:22][c:23]1[cH:24][cH:25][n:26][cH:27][cH:28]1.[OH2:29]>>[CH2:1]([CH3:2])[n:3]1[n:4][cH:5][c:6]2[c:7]1[n:8][c:9]1[cH:10][cH:11][cH:12][cH:13][c:14]1[c:15]2[NH:21][CH2:22][c:23]1[cH:24][cH:25][n:26][cH:27][cH:28]1. Starting materials: CCn1ncc2c(Cl)c3ccccc3nc21, CS(C)=O, NCc1ccncc1, O. Product: CCn1ncc2c(NCc3ccncc3)c3ccccc3nc21. The reactants are BrC=1C(=C(C=CC1)C=1OCC(N1)(C)C)C (2-(3-bromo-2-methyl-phenyl)-4,4-dimethyl-4,5-dihydro-oxazole), C(C)[Mg]Br (Ethyl magnesium bromide). The reagents and catalysts are Cl[Ni]1([P](CCC[P](C2=CC=CC=C2)1C3=CC=CC=C3)(C4=CC=CC=C4)C5=CC=CC=C5)Cl (Ni(dppp)Cl2). The solvent is C(C)OCC (ethyl ether). Run at temperature 0 celsius, time 30 minute. Product: C(C)C=1C(=C(C=CC1)C=1OCC(N1)(C)C)C (2-(3-ethyl-2-methyl-phenyl)-4,4-dimethyl-4,5-dihydro-oxazole). Reaction SMILES: Br[C:2]1[C:3]([CH3:15])=[C:4]([C:8]2[O:9][CH2:10][C:11]([CH3:14])([CH3:13])[N:12]=2)[CH:5]=[CH:6][CH:7]=1.[CH2:16]([Mg]Br)[CH3:17]>C(OCC)C.Cl[Ni]1(Cl)[P](C2C=CC=CC=2)(C2C=CC=CC=2)CCC[P]1(C1C=CC=CC=1)C1C=CC=CC=1>[CH2:16]([C:2]1[C:3]([CH3:15])=[C:4]([C:8]2[O:9][CH2:10][C:11]([CH3:14])([CH3:13])[N:12]=2)[CH:5]=[CH:6][CH:7]=1)[CH3:17] |^1:27,43|. Procedure: 2-(3-bromo-2-methyl-phenyl)-4,4-dimethyl-4,5-dihydro-oxazole (3.4 g, 12.7 mmol) was dissolved in 30 mL of ethyl ether under nitrogen atmosphere in a 100 mL round bottom flask equipped with magnetic stirring, thermometer, and reflux condenser. Ni(dppp)Cl2 (100 mg) was added and the mixture was cooled to 0° C. in an ice bath. Ethyl magnesium bromide (5.5 mL, 3M in ether) was added, the reaction mixture was stirred at 0° C. for 30 minutes, at room temperature for 2½ hours, and finally at reflux for... Procedure: To a stirred solution of the compound obtained from step d above (0.7 g) in dichloromethane (10 mL), 2,2,6,6,-tetramethylpiperidine N-oxyl (4.36 mg) and potassium bromide (33.32 mg) were added at 0° C. under nitrogen atmosphere. Sodium hypochlorite (6.5 mL, 4% solution) was added at pH 8-9 (maintained by adding aqueous sodium bicarbonate solution). The reaction was stirred for 20 minutes at 0° C. The organic layer was separated and the aqueous layer was extracted with dichloromethane. The combin... Product: FC=1C=C(C=C(C1)F)C1=CC=C(C=C1)CCC=O (3-(3′,5′-difluorobiphenyl-4-yl)propanal). The reactants are FC=1C=C(C=C(C1)F)C1=CC=C(C=C1)CCC(=O)O (3-(3′,5′-difluorobiphenyl-4-yl)propanoic acid), CC1(CCCC(N1[O])(C)C)C (2,2,6,6,-tetramethylpiperidine N-oxyl), [Br-].[K+] (potassium bromide), Cl[O-].[Na+] (Sodium hypochlorite), C([O-])(O)=O.[Na+] (sodium bicarbonate). RXN SMILES: [F:1][C:2]1[CH:3]=[C:4]([C:9]2[CH:14]=[CH:13][C:12]([CH2:15][CH2:16][C:17](O)=[O:18])=[CH:11][CH:10]=2)[CH:5]=[C:6]([F:8])[CH:7]=1.CC1(C)N([O])C(C)(C)CCC1.[Br-].[K+].Cl[O-].[Na+].C(=O)(O)[O-].[Na+]>ClCCl>[F:1][C:2]1[CH:3]=[C:4]([C:9]2[CH:10]=[CH:11][C:12]([CH2:15][CH2:16][CH:17]=[O:18])=[CH:13][CH:14]=2)[CH:5]=[C:6]([F:8])[CH:7]=1 |f:2.3,4.5,6.7,^1:23|. Reaction conditions: temperature 0 celsius, time 20 minute. Solvent: ClCCl (dichloromethane). The reactants are O (water), CN1C(=CC=C1)C(C(=O)OCC)=O (ethyl 1-methylpyrrole-2-glyoxylate), NC1=CC=CC=C1 (aniline), C1(=CC=C(C=C1)S(=O)(=O)O)C (p-toluenesulfonic acid). Run in C1(=CC=CC=C1)C (toluene). Yields the product C1(=CC=CC=C1)N=C(C(=O)OCC)C=1N(C=CC1)C (ethyl α-phenylimino-1-methylpyrrole-2-acetate). Isolated yield 43.0%. RXN SMILES: [CH3:1][N:2]1[CH:6]=[CH:5][CH:4]=[C:3]1[C:7](=O)[C:8]([O:10][CH2:11][CH3:12])=[O:9].[NH2:14][C:15]1[CH:20]=[CH:19][CH:18]=[CH:17][CH:16]=1.C1(C)C=CC(S(O)(=O)=O)=CC=1.O>C1(C)C=CC=CC=1>[C:15]1([N:14]=[C:7]([C:3]2[N:2]([CH3:1])[CH:6]=[CH:5][CH:4]=2)[C:8]([O:10][CH2:11][CH3:12])=[O:9])[CH:20]=[CH:19][CH:18]=[CH:17][CH:16]=1. Procedure details: To a solution of 4.0 ethyl 1-methylpyrrole-2-glyoxylate and 2.23 g aniline in 20 ml toluene is added 30 mg p-toluenesulfonic acid. Heating at reflux for 2 days with water being removed with a Dean-Stark trap is followed by dilution with ether. The precipitate is removed by filtration and the filtrate washed successively with aqueous hydrochloric acid, aqueous sodium bicarbonate and brine. After drying, the solvent is evaporated to afford a residue which is recrystallized twice from isopropanol t... Starting materials: Cl.C(C)(C)(C)NN (tert-butylhydrazine hydrochloride), C(C)(=O)[O-].[Na+] (sodium acetate), ClC(C#N)=C (2-chloroacrylonitrile). The solvent is C(C)O (ethanol). Reaction conditions: temperature 80 celsius, time 12 hour. Product: C(C)(C)(C)N1N=CC=C1N (1-tert-butyl-1H-pyrazol-5-amine). Reaction SMILES: Cl.[C:2]([NH:6][NH2:7])([CH3:5])([CH3:4])[CH3:3].C([O-])(=O)C.[Na+].Cl[C:14](=[CH2:17])[C:15]#[N:16]>C(O)C>[C:2]([N:6]1[C:15]([NH2:16])=[CH:14][CH:17]=[N:7]1)([CH3:5])([CH3:4])[CH3:3] |f:0.1,2.3|. Procedure details: To 600 ml of ethanol were successively added 59.94 g of tert-butylhydrazine hydrochloride, 79.3 g of sodium acetate and 50 ml of 2-chloroacrylonitrile at room temperature, followed by stirring the reaction mixture at 80° C. for 12 hours. After removing the solvent in vacuo, water was added to the residue. The mixture was neutralized with sodium hydrogen carbonate, and extracted with ethyl acetate. The obtained ethyl acetate solution was washed with brine, dried over anhydrous magnesium sulfate a... Starting materials: COC(COC1=C2CCCC2=C(C=C1)SCC1=CC=C(C=C1)OCC1=C(C=C(C=C1)F)C(F)(F)F)=O ({7-[4-(4-Fluoro-2-trifluoromethyl-benzyloxy)-benzylsulfanyl]-indan-4-yloxy}-acetic acid methyl ester), [K+].[Br-] (KBr). Product: FC1=CC(=C(COC2=CC=C(CSC=3C=CC(=C4CCCC34)OCC(=O)O)C=C2)C=C1)C(F)(F)F ({7-[4-(4-Fluoro-2-trifluoromethyl-benzyloxy)-benzylsulfanyl]-indan-4-yloxy}-acetic acid). Reaction SMILES: C[O:2][C:3](=[O:36])[CH2:4][O:5][C:6]1[CH:14]=[CH:13][C:12]([S:15][CH2:16][C:17]2[CH:22]=[CH:21][C:20]([O:23][CH2:24][C:25]3[CH:30]=[CH:29][C:28]([F:31])=[CH:27][C:26]=3[C:32]([F:35])([F:34])[F:33])=[CH:19][CH:18]=2)=[C:11]2[C:7]=1[CH2:8][CH2:9][CH2:10]2.[K+].[Br-]>>[F:31][C:28]1[CH:29]=[CH:30][C:25]([CH2:24][O:23][C:20]2[CH:21]=[CH:22][C:17]([CH2:16][S:15][C:12]3[CH:13]=[CH:14][C:6]([O:5][CH2:4][C:3]([OH:36])=[O:2])=[C:7]4[C:11]=3[CH2:10][CH2:9][CH2:8]4)=[CH:18][CH:19]=2)=[C:26]([C:32]([F:35])([F:33])[F:34])[CH:27]=1 |f:1.2|. Procedure: The title compound was prepared in the manner analogous to Example 1 using 76A. mp 125-127° C.; IR (KBr) cm−1: 3132, 3032, 1742, 1708, 1244, 1110; 400 MHz 1H NMR (DMSO-d6): δ 12.95 (br(s), 1H), 7.71-7.81 (m, 1H), 7.65 (dd, 1H, J=9.3, 2.6 Hz), 7.51-7.61 (m, 1H), 7.01-7.19 (m, 3H), 6.81-6.91 (m, 2H), 6.57 (d, 1H, J=8.5 Hz), 5.11 (s, 2H), 4.61 (s, 2H), 3.95 (s, 2H), 2.75 (t, 2H, J=7.4 Hz), 2.66 (t, 2H, J=7.4 Hz), 1.89 (pentet, 2H); MS m/z 502 (M−1). Anal. Calc'd for C26H22F4O4S: C, 61.65; H, 4.38. ... Starting materials: CN(C1=CC=CC=C1)CC1=CC=C(C=C1)CO ({4-[(methyl-phenyl-amino)-methyl]-phenyl}-methanol), with(R)-2-isocyanato-3-phenyl-propionate, [N-]=C=O.COC([C@@H](N)CC1=CC=CC=C1)=O (phenylalanine methyl ester isocyanate). Product: CN(C1=CC=CC=C1)CC1=CC=C(COC(=O)NC(C(=O)O)CC2=CC=CC=C2)C=C1 (2-{4-[(Methyl-phenyl-amino)-methyl]-benzyloxycarbonylamino}-3-phenyl-propionic acid). RXN SMILES: [CH3:1][N:2]([CH2:9][C:10]1[CH:15]=[CH:14][C:13]([CH2:16][OH:17])=[CH:12][CH:11]=1)[C:3]1[CH:8]=[CH:7][CH:6]=[CH:5][CH:4]=1.[N-:18]=[C:19]=[O:20].C[O:22][C:23](=[O:33])[C@H:24]([CH2:26][C:27]1[CH:32]=[CH:31][CH:30]=[CH:29][CH:28]=1)N>>[CH3:1][N:2]([CH2:9][C:10]1[CH:11]=[CH:12][C:13]([CH2:16][O:17][C:19]([NH:18][CH:24]([CH2:26][C:27]2[CH:32]=[CH:31][CH:30]=[CH:29][CH:28]=2)[C:23]([OH:33])=[O:22])=[O:20])=[CH:14][CH:15]=1)[C:3]1[CH:4]=[CH:5][CH:6]=[CH:7][CH:8]=1 |f:1.2|. Procedure: Following the procedure in J.Org. Chem. 1996, 61 (11), 3849-3862, methyl-4-formylbenzoate (0.821 g, 5.00 mmol) was dissolved in 1,2-dichloroethane (75 ml) at room temperature. N-methylaniline (0.542 ml, 5.00 mmol) was added followed by sodium triacetoxyborohydride (1.484 g, 7.00 mmol). The mixture was allowed to stir at room temperature overnight. The mixture was quenched with saturated sodium bicarbonate solution and extracted with diethyl ether. The organic extracts were dried over anhydrous s...